Dataset: the Open Reaction Database (ORD), a public repository of structured organic reaction records. Task: describe an organic reaction: reactants, conditions, products, and yield The reactants are OC=1C=CC2=C(C(C=3NC4=CC(=CC=C4C3C2=O)C#N)(C)C)C1 (8-Hydroxy-6,6-dimethyl-11-oxo-6,11-dihydro-5H-benzo[b]carbazole-3-carbonitrile), BrCCO (2-bromo-ethanol). The product is OCCOC=1C=CC2=C(C(C=3NC4=CC(=CC=C4C3C2=O)C#N)(C)C)C1 (8-(2-Hydroxyethoxy)-6,6-dimethyl-11-oxo-6,11-dihydro-5H-benzo[b]carbazole-3-carbonitrile). Reaction SMILES: [OH:1][C:2]1[CH:3]=[CH:4][C:5]2[C:17](=[O:18])[C:16]3[C:15]4[C:10](=[CH:11][C:12]([C:19]#[N:20])=[CH:13][CH:14]=4)[NH:9][C:8]=3[C:7]([CH3:22])([CH3:21])[C:6]=2[CH:23]=1.Br[CH2:25][CH2:26][OH:27]>>[OH:27][CH2:26][CH2:25][O:1][C:2]1[CH:3]=[CH:4][C:5]2[C:17](=[O:18])[C:16]3[C:15]4[C:10](=[CH:11][C:12]([C:19]#[N:20])=[CH:13][CH:14]=4)[NH:9][C:8]=3[C:7]([CH3:21])([CH3:22])[C:6]=2[CH:23]=1. Procedure: Under the same conditions as the method for synthesizing Compound A7-17, the title compound was prepared from Compound A6 and 2-bromo-ethanol. Starting materials: N(N)=C(C1=CC(=C2N(C1=O)C1(NC2=O)CCCCC1)C)C1=NC=NC=C1 (6′-(hydrazono(pyrimidin-4-yl)methyl)-8′-methyl-2′H-spiro[cyclohexane-1,3′-imidazo[1,5-a]pyridine]-1′,5′-dione), CC(C)([O-])C.[K+] (potassium tert-butoxide), [Cl-].[NH4+] (ammonium chloride). Solvent: ClCCl (dichloromethane), C1(=CC=CC=C1)C (toluene). Yields the product CC1=C2N(C(C(=C1)CC1=NC=NC=C1)=O)C1(NC2=O)CCCCC1 (8′-methyl-6′-(pyrimidin-4-ylmethyl)-2′H-spiro[cyclohexane-1,3′-imidazo[1,5-a]pyridine]-1′,5′-dione). Reaction SMILES: N(=[C:3]([C:21]1[CH:26]=[CH:25][N:24]=[CH:23][N:22]=1)[C:4]1[C:9](=[O:10])[N:8]2[C:11]3([CH2:19][CH2:18][CH2:17][CH2:16][CH2:15]3)[NH:12][C:13](=[O:14])[C:7]2=[C:6]([CH3:20])[CH:5]=1)N.CC(C)([O-])C.[K+].[Cl-].[NH4+]>C1(C)C=CC=CC=1.ClCCl>[CH3:20][C:6]1[CH:5]=[C:4]([CH2:3][C:21]2[CH:26]=[CH:25][N:24]=[CH:23][N:22]=2)[C:9](=[O:10])[N:8]2[C:11]3([CH2:19][CH2:18][CH2:17][CH2:16][CH2:15]3)[NH:12][C:13](=[O:14])[C:7]=12 |f:1.2,3.4|. Reported procedure: To a solution of 6′-(hydrazono(pyrimidin-4-yl)methyl)-8′-methyl-2′H-spiro[cyclohexane-1,3′-imidazo[1,5-a]pyridine]-1′,5′-dione (4, 100 mg, 0.28 mmol) in toluene (4 mL) is added potassium tert-butoxide (94 mg, 0.84 mmol). The reaction is refluxed overnight. The resulting mixture is cooled to room temperature, diluted with dichloromethane and is hed with 1 M ammonium chloride solution. The organic layer is dried over magnesium sulfate, filtered and concentrated. The crude is purified via HPLC to a... Starting materials: CC(C)O, COc1ccc2cnc(Cl)nc2c1, Nc1ccc(S(=O)(=O)N2CCOCC2)cc1. Yields the product COc1ccc2cnc(Nc3ccc(S(=O)(=O)N4CCOCC4)cc3)nc2c1. As a reaction SMILES: [CH3:30][CH:31]([OH:32])[CH3:33].[Cl:1][c:2]1[n:3][c:4]2[cH:5][c:6]([O:12][CH3:13])[cH:7][cH:8][c:9]2[cH:10][n:11]1.[O:14]1[CH2:15][CH2:16][N:17]([S:20](=[O:21])(=[O:22])[c:23]2[cH:24][cH:25][c:26]([NH2:27])[cH:28][cH:29]2)[CH2:18][CH2:19]1>>[c:2]1([NH:27][c:26]2[cH:25][cH:24][c:23]([S:20]([N:17]3[CH2:16][CH2:15][O:14][CH2:19][CH2:18]3)(=[O:21])=[O:22])[cH:29][cH:28]2)[n:3][c:4]2[cH:5][c:6]([O:12][CH3:13])[cH:7][cH:8][c:9]2[cH:10][n:11]1. Reactants: BrCC(=O)OCC (ethyl bromoacetate), C([O-])([O-])=O.[K+].[K+] (potassium carbonate), OC1=C(C=O)C=C(C(=C1)C)C (2-hydroxy-4,5-dimethylbenzaldehyde). Solvent: CC(=O)C (acetone). Product: C(=O)C1=C(OCC(=O)OCC)C=C(C(=C1)C)C (ethyl (2-formyl-4,5-dimethyl-phenoxy)-acetate). Reaction SMILES: Br[CH2:2][C:3]([O:5][CH2:6][CH3:7])=[O:4].C(=O)([O-])[O-].[K+].[K+].[OH:14][C:15]1[CH:22]=[C:21]([CH3:23])[C:20]([CH3:24])=[CH:19][C:16]=1[CH:17]=[O:18]>CC(C)=O>[CH:17]([C:16]1[CH:19]=[C:20]([CH3:24])[C:21]([CH3:23])=[CH:22][C:15]=1[O:14][CH2:2][C:3]([O:5][CH2:6][CH3:7])=[O:4])=[O:18] |f:1.2.3|. Procedure: 0.808 ml of ethyl bromoacetate and 1 g of potassium carbonate were added to a solution of 838 mg of 2-hydroxy-4,5-dimethylbenzaldehyde (J.Chem.Soc. (1953) 820) in 150 ml of acetone. The suspension obtained was heated to reflux overnight and then filtered. The filtrate was concentrated. The crude product was isolated by extraction and purified by chromatography on silica gel and yielded 952 mg of ethyl (2-formyl-4,5-dimethyl-phenoxy)-acetate as a pale yellow solid. Starting materials: C[O-].[Na+] (Sodium methoxide), Cl (hydrochloric acid), COC(=O)C1CC1 (Methylcyclopropanecarboxylate), C1(CC1)C(C)=O (1-cyclopropylethanone). The solvent is CS(=O)C (dimethylsulfoxide), C1(=CC=CC=C1)C (toluene). Run at temperature 55 celsius, time 8 hour. Yields the product C1(CC1)C(CC(=O)C1CC1)=O (1,3-Dicyclopropyl-propane-1,3-dione). Isolated yield 64.2%. Reaction SMILES: CO[C:3]([CH:5]1[CH2:7][CH2:6]1)=[O:4].[CH:8]1([C:11](=[O:13])[CH3:12])[CH2:10][CH2:9]1.C[O-].[Na+].Cl>CS(C)=O.C1(C)C=CC=CC=1>[CH:5]1([C:3](=[O:4])[CH2:12][C:11]([CH:8]2[CH2:10][CH2:9]2)=[O:13])[CH2:6][CH2:7]1 |f:2.3|. Reported procedure: Methylcyclopropanecarboxylate (20.2 ml, 286.3 mmol) was added to a stirred solution of 1-cyclopropylethanone (9 ml, 152.4 mmol) in dimethylsulfoxide (25 ml). Sodium methoxide powder (10.8 g, 200 mmol) was added, and the reaction was stirred at 55° C. for 8 hours. The mixture was cooled, diluted with toluene, neutralised with 6M hydrochloric acid, and then extracted with toluene. The combined extracts were washed with sodium carbonate, dried over magnesium sulphate and evaporated in vacuo to prov... Reactants: COC(Cc1cc(Br)ccc1N)OC, CC(=O)O[BH-](OC(C)=O)OC(C)=O, CN1C2CCC1CC(=O)C2, CC(=O)O, CCOC(C)=O, [Na+], [Na+], [Na+], O=S(=O)([O-])[O-]. The product is COC(Cc1cc(Br)ccc1NC1CC2CCC(C1)N2C)OC. Reaction SMILES: [Br:1][c:2]1[cH:3][c:4]([CH2:9][CH:10]([O:11][CH3:12])[O:13][CH3:14])[c:5]([NH2:6])[cH:7][cH:8]1.[C:32]([O:33][BH-:34]([O:35][C:36](=[O:37])[CH3:38])[O:39][C:40](=[O:41])[CH3:42])(=[O:43])[CH3:44].[CH3:15][N:16]1[CH:17]2[CH2:18][C:19](=[O:24])[CH2:20][CH:21]1[CH2:22][CH2:23]2.[CH3:46][C:47](=[O:48])[OH:49].[CH3:50][CH2:51][O:52][C:53](=[O:54])[CH3:55].[Na+:25].[Na+:26].[Na+:45].[O-:27][S:28](=[O:29])(=[O:30])[O-:31]>>[Br:1][c:2]1[cH:3][c:4]([CH2:9][CH:10]([O:11][CH3:12])[O:13][CH3:14])[c:5]([NH:6][CH:19]2[CH2:18][CH:17]3[N:16]([CH3:15])[CH:21]([CH2:20]2)[CH2:22][CH2:23]3)[cH:7][cH:8]1.